The task is: describe an organic reaction: reactants, conditions, products, and yield. This data is from the Open Reaction Database (ORD), a public repository of structured organic reaction records. Reactants: C1(=CC=CC=C1)S(=O)(=O)C=1C(=NN2C1N=C(C=C2O)CN2CCN(CC2)C)SC (3-benzenesulphonyl-5-(4-methyl-piperazin-1-ylmethyl)-2-methylsulphanyl-pyrazolo[1,5-a]pyrimidin-7-ol), O=P(Cl)(Cl)Cl (POCl3). The product is SiO2CH2Cl2 MeOH, C1(=CC=CC=C1)S(=O)(=O)C=1C(=NN2C1N=C(C=C2Cl)CN2CCN(CC2)C)SC (3-benzenesulphonyl-7-chloro-5-(4-methyl-piperazin-1-ylmethyl)-2-methylsulphanyl-pyrazolo[1,5-a]pyrimidine). Yield: 98.0%. As a reaction SMILES: [C:1]1([S:7]([C:10]2[C:11]([S:28][CH3:29])=[N:12][N:13]3[C:18](O)=[CH:17][C:16]([CH2:20][N:21]4[CH2:26][CH2:25][N:24]([CH3:27])[CH2:23][CH2:22]4)=[N:15][C:14]=23)(=[O:9])=[O:8])[CH:6]=[CH:5][CH:4]=[CH:3][CH:2]=1.O=P(Cl)(Cl)[Cl:32]>>[C:1]1([S:7]([C:10]2[C:11]([S:28][CH3:29])=[N:12][N:13]3[C:18]([Cl:32])=[CH:17][C:16]([CH2:20][N:21]4[CH2:26][CH2:25][N:24]([CH3:27])[CH2:23][CH2:22]4)=[N:15][C:14]=23)(=[O:9])=[O:8])[CH:6]=[CH:5][CH:4]=[CH:3][CH:2]=1. Procedure details: A suspension of 4.0 g (9 mmol) of 3-benzenesulphonyl-5-(4-methyl-piperazin-1-ylmethyl)-2-methylsulphanyl-pyrazolo[1,5-a]pyrimidin-7-ol in 100 ml of POCl3 was heated at reflux for 3 hrs. The reaction solution was cooled to RT and evaporated. The residue was treated with 100 ml of ice-water and the pH value of the solution was adjusted to 8 with sat. NaHCO3 solution. The aqueous phase was extracted three times with 150 ml of CH2Cl2 and the organic phases were dried (MgSO4), filtered and evaporated... Starting materials: C1=CC=C2C(=C1)C3=NC4=NC(=NC5=C6C=CC=CC6=C([N-]5)N=C7C8=CC=CC=C8C(=N7)N=C2[N-]3)C9=CC=CC=C94.[Cu] (β-copper phthalocyanine), glass, glass. The reagents and catalysts are OCC1C2C3CCCC3C(C1)C2 (8-hydroxymethyltricyclo[5.2.1.02,6 ]decane). Solvent: O (water), O (water). Yields the product C1=CC=C2C(=C1)C3=NC4=NC(=NC5=NC(=NC6=NC(=NC2=N3)C7=CC=CC=C76)C8=CC=CC=C85)C9=CC=CC=C94.[Cu] (copper phthalocyanine). Isolated yield 91.2%. RXN SMILES: [CH:1]1[CH:6]=[C:5]2[C:7]3[N-:34][C:33]([C:4]2=[CH:3][CH:2]=1)=[N:32][C:30]1=[N:31][C:23]([C:24]2[C:29]1=[CH:28][CH:27]=[CH:26][CH:25]=2)=[N:22][C:20]1[N-:21][C:13](=[C:14]2[C:19]=1[CH:18]=[CH:17][CH:16]=[CH:15]2)[N:12]=[C:11]1[C:35]2[C:40]([C:9](=[N:10]1)[N:8]=3)=[CH:39][CH:38]=[CH:37][CH:36]=2.[Cu:41]>OCC1CC2CC1C1C2CCC1.O>[CH:38]1[CH:39]=[C:40]2[C:9]3[N:10]=[C:11]([C:35]2=[CH:36][CH:37]=1)[N:12]=[C:13]1[C:14]2[C:19]([C:20](=[N:21]1)[N:22]=[C:23]1[C:24]4[C:29]([C:30](=[N:31]1)[N:32]=[C:33]1[C:4]5[C:5]([C:7](=[N:34]1)[N:8]=3)=[CH:6][CH:1]=[CH:2][CH:3]=5)=[CH:28][CH:27]=[CH:26][CH:25]=4)=[CH:18][CH:17]=[CH:16][CH:15]=2.[Cu:41] |f:0.1,4.5|. Procedure: 14.8 g of crude β-copper phthalocyanine, 0.2 g of 8-hydroxymethyltricyclo[5.2.1.02,6 ]decane [TCD alcohol M®, ex Hoechst], 125 g of water and 400 g of glass beads with a diameter of 3.5-4.0 mm are ground for 15 hours at 320 rpm, with water cooling, in a 500 ml glass bead mill of 8 cm diameter. The pigment suspension is separated from the glass beads, which are washed with water. The suspension is then filtered and the filter cake is dried at 70°-80° C. in a vacuum drying cabinet, affording 13.5 ... The reactants are BrC1=C(SC=C1)\C(\C)=N\N=C(C1=CC=CC=C1)C1=CC=CC=C1 ((E)-1-(1-(3-bromothiophen-2-yl)ethylidene)-2-(diphenylmethylene)hydrazine), C1(=CC=CC=C1)C(C1=CC=CC=C1)=NN ((diphenylmethylene)hydrazine), C(=O)([O-])[O-].[Cs+].[Cs+] (Cs2CO3). Reagents/catalysts: C(C)(=O)[O-].[Pd+2].C(C)(=O)[O-] (palladium(II) acetate), C1(=CC=CC=C1)P([C-]1C=CC=C1)C1=CC=CC=C1.[C-]1(C=CC=C1)P(C1=CC=CC=C1)C1=CC=CC=C1.[Fe+2] (1,1′-bis(diphenylphosphino)ferrocene). Run in C1(=CC=CC=C1)C (toluene), C1(=CC=CC=C1)C (toluene). Run at temperature 80 celsius. Product: C1(=CC=CC=C1)C(=N/N=C(\C)/C=1SC=CC1NN=C(C1=CC=CC=C1)C1=CC=CC=C1)C1=CC=CC=C1 ((E)-1-(Diphenylmethylene)-2-(1-(3-(2-(diphenylmethylene)hydrazinyl)thiophen-2-yl)ethylidene)hydrazine). The yield is 76.9%. As a reaction SMILES: Br[C:2]1[CH:6]=[CH:5][S:4][C:3]=1/[C:7](=[N:9]/[N:10]=[C:11]([C:18]1[CH:23]=[CH:22][CH:21]=[CH:20][CH:19]=1)[C:12]1[CH:17]=[CH:16][CH:15]=[CH:14][CH:13]=1)/[CH3:8].[C:24]1([C:30](=[N:37][NH2:38])[C:31]2[CH:36]=[CH:35][CH:34]=[CH:33][CH:32]=2)[CH:29]=[CH:28][CH:27]=[CH:26][CH:25]=1.C([O-])([O-])=O.[Cs+].[Cs+]>C1(C)C=CC=CC=1.C([O-])(=O)C.[Pd+2].C([O-])(=O)C.C1(P(C2C=CC=CC=2)[C-]2C=CC=C2)C=CC=CC=1.[C-]1(P(C2C=CC=CC=2)C2C=CC=CC=2)C=CC=C1.[Fe+2]>[C:12]1([C:11]([C:18]2[CH:23]=[CH:22][CH:21]=[CH:20][CH:19]=2)=[N:10]/[N:9]=[C:7](/[C:3]2[S:4][CH:5]=[CH:6][C:2]=2[NH:38][N:37]=[C:30]([C:24]2[CH:29]=[CH:28][CH:27]=[CH:26][CH:25]=2)[C:31]2[CH:36]=[CH:35][CH:34]=[CH:33][CH:32]=2)\[CH3:8])[CH:17]=[CH:16][CH:15]=[CH:14][CH:13]=1 |f:2.3.4,6.7.8,9.10.11|. Procedure: To a mixture of (E)-1-(1-(3-bromothiophen-2-yl)ethylidene)-2-(diphenylmethylene)hydrazine (12.5 g, 32.6 mmol, including its Z isomer) and (diphenylmethylene)hydrazine (7.68 g, 39.1 mmol) in toluene (25 mL) was added palladium(II) acetate (0.385 g, 6.52 mmol), 1,1′-bis(diphenylphosphino)ferrocene (1.808 g, 3.26 mmol) and Cs2CO3 (21.25 g, 65.2 mmol). The reaction mixture was heated at 80° C. for 14 hours. The mixture was subsequently diluted with toluene (25 mL) and filtered to remove solids. The ... Starting materials: O (water), BrC1=C(C=C(C=C1)N(C(OC(C)(C)C)=O)C1=NC(=C(C=C1)C#N)OC)C (tert-butyl 4-bromo-3-methylphenyl(5-cyano-6-methoxypyridin-2-yl)carbamate), BrN1C(CCC1=O)=O (N-bromosuccinimide). Reagents/catalysts: N(=NC(C#N)(C)C)C(C#N)(C)C (azobisisobutyronitrile). Solvent: C(Cl)(Cl)(Cl)Cl (carbon tetrachloride). Run at temperature 95 celsius. Yields the product BrC1=C(C=C(C=C1)N(C(OC(C)(C)C)=O)C1=NC(=C(C=C1)C#N)OC)CBr (tert-butyl 4-bromo-3-(bromomethyl)phenyl(5-cyano-6-methoxypyridin-2-yl)carbamate). The yield is 162.2%. RXN SMILES: [Br:1][C:2]1[CH:7]=[CH:6][C:5]([N:8]([C:16]2[CH:21]=[CH:20][C:19]([C:22]#[N:23])=[C:18]([O:24][CH3:25])[N:17]=2)[C:9](=[O:15])[O:10][C:11]([CH3:14])([CH3:13])[CH3:12])=[CH:4][C:3]=1[CH3:26].[Br:27]N1C(=O)CCC1=O.O>C(Cl)(Cl)(Cl)Cl.N(C(C)(C)C#N)=NC(C)(C)C#N>[Br:1][C:2]1[CH:7]=[CH:6][C:5]([N:8]([C:16]2[CH:21]=[CH:20][C:19]([C:22]#[N:23])=[C:18]([O:24][CH3:25])[N:17]=2)[C:9](=[O:15])[O:10][C:11]([CH3:14])([CH3:13])[CH3:12])=[CH:4][C:3]=1[CH2:26][Br:27]. Reported procedure: To a solution of tert-butyl 4-bromo-3-methylphenyl(5-cyano-6-methoxypyridin-2-yl)carbamate (2.85 g, 6.81 mmol) in carbon tetrachloride (50 mL) was added N-bromosuccinimide (0.909 g, 5.11 mmol) and azobisisobutyronitrile (0.042 g, 0.26 mmol). The mixture was refluxed under nitrogen at 95° C. for two hours. The reaction was cooled to room temperature, water was added and the mixture was extracted with dichloromethane. The organic layer was washed with water and brine, and dried on anhydrous sodium... The reactants are N1CC(C1)N1C(=NC=C1)C=1SC=2CCOC3=C(C2N1)C=CC(=C3)Br (2-(1-Azetidin-3-yl-1H-imidazol-2-yl)-8-bromo-4,5-dihydro-6-oxa-3-thia-1-aza-benzo[e]azulene), CC(CN1N=CC(=C1)B1OC(C(O1)(C)C)(C)C)(C)O (2-methyl-1-(4-(4,4,5,5-tetramethyl-1,3,2-dioxaborolan-2-yl)-1H-pyrazol-1-yl)propan-2-ol). Reagents/catalysts: [Pd] (palladium). The product is N1CC(C1)N1C(=NC=C1)C=1SC=2CCOC3=C(C2N1)C=CC(=C3)C=3C=NN(C3)CC(C)(O)C (1-{4-[2-(1-azetidin-3-yl-1H-imidazol-2-yl)-4,5-dihydro-6-oxa-3-thia-1-aza-benzo[e]azulen-8-yl]-pyrazol-1-yl}-2-methyl-propan-2-ol). As a reaction SMILES: [NH:1]1[CH2:4][CH:3]([N:5]2[CH:9]=[CH:8][N:7]=[C:6]2[C:10]2[S:11][C:12]3[CH2:13][CH2:14][O:15][C:16]4[CH:23]=[C:22](Br)[CH:21]=[CH:20][C:17]=4[C:18]=3[N:19]=2)[CH2:2]1.[CH3:25][C:26]([OH:43])([CH3:42])[CH2:27][N:28]1[CH:32]=[C:31](B2OC(C)(C)C(C)(C)O2)[CH:30]=[N:29]1>[Pd]>[NH:1]1[CH2:4][CH:3]([N:5]2[CH:9]=[CH:8][N:7]=[C:6]2[C:10]2[S:11][C:12]3[CH2:13][CH2:14][O:15][C:16]4[CH:23]=[C:22]([C:31]5[CH:30]=[N:29][N:28]([CH2:27][C:26]([CH3:42])([OH:43])[CH3:25])[CH:32]=5)[CH:21]=[CH:20][C:17]=4[C:18]=3[N:19]=2)[CH2:2]1. Reported procedure: Following the procedure for 355, 2-(1-Azetidin-3-yl-1H-imidazol-2-yl)-8-bromo-4,5-dihydro-6-oxa-3-thia-1-aza-benzo[e]azulene and 2-methyl-1-(4-(4,4,5,5-tetramethyl-1,3,2-dioxaborolan-2-yl)-1H-pyrazol-1-yl)propan-2-ol were reacted under Suzuki palladium conditions to give 411. MS: (ESI+)=463.2. 1H NMR (400 MHz, DMSO) δ 8.36 (d, J=8.2 Hz, 1H), 8.15 (s, 1H), 7.94 (s, 1H), 7.84 (s, 1H), 7.45 (dd, J=8.3, 1.7 Hz, 1H), 7.28 (d, J=1.7 Hz, 1H), 7.14 (s, 1H), 6.16-6.06 (m, 1H), 4.72 (s, 1H), 4.36 (t, J=5....